From a dataset of the Open Reaction Database (ORD), a public repository of structured organic reaction records. describe an organic reaction: reactants, conditions, products, and yield Reactants: C1(CCCCC1)N(C(NC=1SC(=CN1)S(=O)(=O)N(CC(=O)N(CC)CC)C)=O)[C@@H]1CC[C@H](CC1)C (2-({2-[3-cyclohexyl-3-(trans-4-methyl-cyclohexyl)-ureido]-thiazole-5-sulfonyl}-methyl-amino)-N,N-diethyl-acetamide), C1(CCCCC1)N(C(NC=1SC(=CN1)S(=O)(=O)NCC(=O)O)=O)[C@@H]1CC[C@H](CC1)C ({2-[3-cyclohexyl-3-(trans-4-methyl-cyclohexyl)-ureido]-thiazole-5-sulfonylamino}-acetic acid), CN (methylamine). Product: C1(CCCCC1)N(C(NC=1SC(=CN1)S(=O)(=O)NCC(=O)NC)=O)[C@@H]1CC[C@H](CC1)C (2-{2-[3-Cyclohexyl-3-(trans-4-methyl-cyclohexyl)-ureido]-thiazole-5-sulfonylamino}-N-methyl-acetamide). As a reaction SMILES: [CH:1]1([N:7]([C@H:29]2[CH2:34][CH2:33][C@H:32]([CH3:35])[CH2:31][CH2:30]2)[C:8](=[O:28])[NH:9][C:10]2[S:11][C:12]([S:15]([N:18](C)[CH2:19][C:20]([N:22](CC)[CH2:23]C)=[O:21])(=[O:17])=[O:16])=[CH:13][N:14]=2)[CH2:6][CH2:5][CH2:4][CH2:3][CH2:2]1.C1(N([C@H]2CC[C@H](C)CC2)C(=O)NC2SC(S(NCC(O)=O)(=O)=O)=CN=2)CCCCC1.CN>>[CH:1]1([N:7]([C@H:29]2[CH2:34][CH2:33][C@H:32]([CH3:35])[CH2:31][CH2:30]2)[C:8](=[O:28])[NH:9][C:10]2[S:11][C:12]([S:15]([NH:18][CH2:19][C:20]([NH:22][CH3:23])=[O:21])(=[O:16])=[O:17])=[CH:13][N:14]=2)[CH2:2][CH2:3][CH2:4][CH2:5][CH2:6]1. Procedure details: The title compound was prepared in a similar manner to 2-({2-[3-cyclohexyl-3-(trans-4-methyl-cyclohexyl)-ureido]-thiazole-5-sulfonyl}-methyl-amino)-N,N-diethyl-acetamide using {2-[3-cyclohexyl-3-(trans-4-methyl-cyclohexyl)-ureido]-thiazole-5-sulfonylamino}-acetic acid and methylamine. Starting materials: O=C(Cl)C(=O)Cl, ClCCl, CS(=O)(=O)c1ccc(C(CC2CCCC2)C(=O)Nc2ccn(CCC(=O)O)n2)cc1Cl, NCc1ccccc1, Cc1cccc(C)n1. Product: CS(=O)(=O)c1ccc(C(CC2CCCC2)C(=O)Nc2ccn(CCC(=O)NCc3ccccc3)n2)cc1Cl. Reaction SMILES: [C:32]([Cl:33])(=[O:34])[C:35]([Cl:36])=[O:37].[CH2:54]([Cl:55])[Cl:56].[Cl:1][c:2]1[cH:3][c:4]([CH:12]([C:13](=[O:14])[NH:15][c:16]2[n:17][n:18]([CH2:21][CH2:22][C:23](=[O:24])[OH:25])[cH:19][cH:20]2)[CH2:26][CH:27]2[CH2:28][CH2:29][CH2:30][CH2:31]2)[cH:5][cH:6][c:7]1[S:8](=[O:9])(=[O:10])[CH3:11].[NH2:46][CH2:47][c:48]1[cH:49][cH:50][cH:51][cH:52][cH:53]1.[n:38]1[c:39]([CH3:40])[cH:41][cH:42][cH:43][c:44]1[CH3:45]>>[Cl:1][c:2]1[cH:3][c:4]([CH:12]([C:13](=[O:14])[NH:15][c:16]2[n:17][n:18]([CH2:21][CH2:22][C:23](=[O:24])[NH:46][CH2:47][c:48]3[cH:49][cH:50][cH:51][cH:52][cH:53]3)[cH:19][cH:20]2)[CH2:26][CH:27]2[CH2:28][CH2:29][CH2:30][CH2:31]2)[cH:5][cH:6][c:7]1[S:8](=[O:9])(=[O:10])[CH3:11]. The reactants are C(CCC)C(C#N)(CN1N=CN=C1)C1=C(C=C(C=C1)Cl)Cl (alpha-n-butyl-alpha(2,4-dichlorophenyl)-1H-1,2,4-triazole-1-propanenitrile), [OH-].[NH4+] (ammonium hydroxide), Cl (hydrochloric acid). Solvent: C(C)(=O)OCC (ethyl acetate). Yields the product ClC1=C(C=CC(=C1)Cl)C(C(=O)N)(CCCC)CN1N=CN=C1 (2-(2,4-dichlorophenyl)-2-[(1,2,4-triazol-1-yl)methyl]hexanoamide). The yield is 56.3%. Reaction SMILES: [CH2:1]([C:5]([C:14]1[CH:19]=[CH:18][C:17]([Cl:20])=[CH:16][C:15]=1[Cl:21])([CH2:8][N:9]1[CH:13]=[N:12][CH:11]=[N:10]1)[C:6]#[N:7])[CH2:2][CH2:3][CH3:4].[OH-:22].[NH4+].Cl>C(OCC)(=O)C>[Cl:21][C:15]1[CH:16]=[C:17]([Cl:20])[CH:18]=[CH:19][C:14]=1[C:5]([CH2:8][N:9]1[CH:13]=[N:12][CH:11]=[N:10]1)([CH2:1][CH2:2][CH2:3][CH3:4])[C:6]([NH2:7])=[O:22] |f:1.2|. Procedure: To a 250 mL flask was charged 38.16 g (0.119 mole) of alpha-n-butyl-alpha(2,4-dichlorophenyl)-1H-1,2,4-triazole-1-propanenitrile followed by 100 mL (0.63 moles) of 48% hydrobromic add. The mixture was stirred at reflux for 48 hours after which GLC indicated disappearance of the starting material. The reaction was cooled to room temperature and neutralized with concentrated ammonium hydroxide (100 mL) to pH 8 and then to neutral pH with concentrated hydrochloric acid. A gummy oil formed which was... The reactants are RuCl3, O (H2O), C(C)(C)N1N=C(C=C1C1CC(C1)=C)C(=O)OCC (Ethyl 1-isopropyl-5-(3-methylenecyclobutyl)-1H-pyrazole-3-carboxylate), O (water), O (water), NaIO4. The solvent is CC#N (MeCN), [O-]S(=O)(=S)[O-].[Na+].[Na+] (Na2S2O3), C(Cl)Cl (DCM). Reaction conditions: time 45 minute. The product is C(C)(C)N1N=C(C=C1C1CC(C1)=O)C(=O)OCC (Ethyl 1-isopropyl-5-(3-oxocyclobutyl)-1H-pyrazole-3-carboxylate). Reaction SMILES: [CH:1]([N:4]1[C:8]([CH:9]2[CH2:12][C:11](=C)[CH2:10]2)=[CH:7][C:6]([C:14]([O:16][CH2:17][CH3:18])=[O:15])=[N:5]1)([CH3:3])[CH3:2].[OH2:19]>CC#N.[O-]S([O-])(=S)=O.[Na+].[Na+].C(Cl)Cl>[CH:1]([N:4]1[C:8]([CH:9]2[CH2:12][C:11](=[O:19])[CH2:10]2)=[CH:7][C:6]([C:14]([O:16][CH2:17][CH3:18])=[O:15])=[N:5]1)([CH3:3])[CH3:2] |f:3.4.5|. Procedure details: Compound 8c (6.45 g, 26.0 mmol) was dissolved in a mixture of MeCN (77 mL) and water (13 mL) and cooled in an ice-bath. To this solution RuCl3×H2O (0.19 g, 0.86 mmol) was added, followed by portion-wise addition of NaIO4 (19.35 g, 90.9 mmol). An exotherm was observed during this addition. The obtained thick slurry was stirred at rt for 45 min. The reaction mixture was diluted with Na2S2O3 aq. sol. (10%, 260 mL), water (50 mL) and DCM (100 mL). The phases were separated and the aq. phase was extr... Reactants: [Cl-].[NH4+] (ammonium chloride), N (ammonia), CC1=NOC(=C1)C1=C(CCCC1(C)C)C (3-methyl-5-[2,6,6-trimethyl-cyclohex-1-en-1-yl]-isoxazole), [Na] (sodium). Run in C(C)(C)(C)O (tert-butanol), O1CCCC1 (tetrahydrofuran). Yields the product CC1=C(C(CCC1)(C)C)C(C=CC)=O (2,6,6-trimethyl-1-[but-2-enoyl]-cyclohex-1-ene). Yield: 85.3%. Reaction SMILES: N.[CH3:2][C:3]1[CH:7]=[C:6]([C:8]2[C:13]([CH3:15])([CH3:14])[CH2:12][CH2:11][CH2:10][C:9]=2[CH3:16])[O:5]N=1.[Na].[Cl-].[NH4+]>C(O)(C)(C)C.O1CCCC1>[CH3:16][C:9]1[CH2:10][CH2:11][CH2:12][C:13]([CH3:14])([CH3:15])[C:8]=1[C:6](=[O:5])[CH:7]=[CH:3][CH3:2] |f:3.4,^1:16|. Procedure: To a mixture of liquid ammonia (500 ml), tetrahydrofuran (30 ml), tert-butanol (2.796 g) and 3-methyl-5-[2,6,6-trimethyl-cyclohex-1-en-1-yl]-isoxazole (2.593 g; 12.65 millimoles), kept under stirring, there was added sodium metal until the solution acquired a steady blue colour. The reaction mixture was stirred for 15 more minutes, solid ammonium chloride was added thereto until complete discolouration, and the ammonia was then evaporated under a stream of argon. After having added 50 ml of ethe...